Dataset: the Open Reaction Database (ORD), a public repository of structured organic reaction records. Task: describe an organic reaction: reactants, conditions, products, and yield Starting materials: CC12CCC3c4ccc(O)cc4CC(CCCCCO)C3C1C=CC21OCCO1, CC(C)=O, O, Cc1ccc(S(=O)(=O)O)cc1. Yields the product CC12CCC3c4ccc(O)cc4CC(CCCCCO)C3C1C=CC2=O. RXN SMILES: [CH2:1]1[O:2][C:3]2([C:4]3([CH3:5])[CH:6]([CH:7]=[CH:8]2)[CH:9]2[CH:10]([CH2:22][CH2:23][CH2:24][CH2:25][CH2:26][OH:27])[CH2:11][c:12]4[cH:13][c:14]([OH:21])[cH:15][cH:16][c:17]4[CH:18]2[CH2:19][CH2:20]3)[O:29][CH2:28]1.[CH3:41][C:42](=[O:43])[CH3:44].[OH2:45].[c:30]1([CH3:31])[cH:32][cH:33][c:34]([S:35]([OH:36])(=[O:37])=[O:38])[cH:39][cH:40]1>>[O:2]=[C:3]1[C:4]2([CH3:5])[CH:6]([CH:7]=[CH:8]1)[CH:9]1[CH:10]([CH2:22][CH2:23][CH2:24][CH2:25][CH2:26][OH:27])[CH2:11][c:12]3[cH:13][c:14]([OH:21])[cH:15][cH:16][c:17]3[CH:18]1[CH2:19][CH2:20]2. Product: CCC(CC)Oc1cc(C)nc(Nc2c(C)cc(C)cc2C)c1NC(=O)CCl. RXN SMILES: [CH2:1]([CH3:2])[CH:3]([CH2:4][CH3:5])[O:6][c:7]1[c:8]([NH2:24])[c:9]([NH:14][c:15]2[c:16]([CH3:23])[cH:17][c:18]([CH3:22])[cH:19][c:20]2[CH3:21])[n:10][c:11]([CH3:13])[cH:12]1.[CH2:30]1[O:31][CH2:32][CH2:33][CH2:34]1.[Cl:25][CH2:26][C:27](=[O:28])[Cl:29]>>[CH2:1]([CH3:2])[CH:3]([CH2:4][CH3:5])[O:6][c:7]1[c:8]([NH:24][C:27]([CH2:26][Cl:25])=[O:28])[c:9]([NH:14][c:15]2[c:16]([CH3:23])[cH:17][c:18]([CH3:22])[cH:19][c:20]2[CH3:21])[n:10][c:11]([CH3:13])[cH:12]1. Starting materials: CCC(CC)Oc1cc(C)nc(Nc2c(C)cc(C)cc2C)c1N, C1CCOC1, O=C(Cl)CCl. Run in C(C)(C)O (isopropyl alcohol). The reactants are ClC=1C=C(C=CC1Cl)N(C(=O)N(C)C)O (1-(3,4-dichlorophenyl)-1-hydroxy-3,3-dimethylurea), N1=CC=CC=C1 (pyridine), ClC(=O)OC1=CC=CC=C1 (Phenyl chloroformate). The product is ClC=1C=C(C=CC1Cl)N(C(=O)N(C)C)OC(=O)OC1=CC=CC=C1 (1-(3,4-dichlorophenyl)-1-phenoxycarbonyloxy-3,3-dimethylurea). As a reaction SMILES: [Cl:1][C:2]1[CH:3]=[C:4]([N:9]([OH:15])[C:10]([N:12]([CH3:14])[CH3:13])=[O:11])[CH:5]=[CH:6][C:7]=1[Cl:8].N1C=CC=CC=1.Cl[C:23]([O:25][C:26]1[CH:31]=[CH:30][CH:29]=[CH:28][CH:27]=1)=[O:24]>C(O)(C)C>[Cl:1][C:2]1[CH:3]=[C:4]([N:9]([O:15][C:23]([O:25][C:26]2[CH:31]=[CH:30][CH:29]=[CH:28][CH:27]=2)=[O:24])[C:10]([N:12]([CH3:13])[CH3:14])=[O:11])[CH:5]=[CH:6][C:7]=1[Cl:8]. Procedure: A solution of 1-(3,4-dichlorophenyl)-1-hydroxy-3,3-dimethylurea (12.5 grams; 0.05 mol) in isopropyl alcohol (40 ml), and pyridine (6 ml) are charged into a glass reaction flask equipped with a mechanical stirrer. Phenyl chloroformate (7.8 grams; 0.05 mol) is added to the flask, with stirring, at a temperature of about 10° to 15°C. After the addition is completed, the reaction mixture is stirred for an additional period of about one-half hour resulting in the formation of a precipitate. After thi... The reactants are ClC=1C=C(C=CC1Cl)[C@@H]1CN(CCO[C@@H]1CI)C(=O)OC(C)(C)C (tert-butyl (6R,7S)-6-(3,4-dichlorophenyl)-7-(iodomethyl)-1,4-oxazepane-4-carboxylate), N=1NC(C=CC1)=O (3(2H)-pyridazinone), C([O-])([O-])=O.[K+].[K+] (potassium carbonate), O (water). Solvent: CN(C)C=O (DMF). Run at temperature 60 celsius. Product: ClC=1C=C(C=CC1Cl)[C@@H]1CN(CCO[C@@H]1CN1N=CC=CC1=O)C(=O)OC(C)(C)C (tert-butyl (6R,7S)-6-(3,4-dichlorophenyl)-7-[(6-oxopyridazin-1(6H)-yl)methyl]-1,4-oxazepane-4-carboxylate). The yield is 795.3%. Reaction SMILES: [Cl:1][C:2]1[CH:3]=[C:4]([C@H:9]2[C@@H:15]([CH2:16]I)[O:14][CH2:13][CH2:12][N:11]([C:18]([O:20][C:21]([CH3:24])([CH3:23])[CH3:22])=[O:19])[CH2:10]2)[CH:5]=[CH:6][C:7]=1[Cl:8].[N:25]1[NH:26][C:27](=[O:31])[CH:28]=[CH:29][CH:30]=1.C(=O)([O-])[O-].[K+].[K+].O>CN(C=O)C>[Cl:1][C:2]1[CH:3]=[C:4]([C@H:9]2[C@@H:15]([CH2:16][N:26]3[C:27](=[O:31])[CH:28]=[CH:29][CH:30]=[N:25]3)[O:14][CH2:13][CH2:12][N:11]([C:18]([O:20][C:21]([CH3:24])([CH3:23])[CH3:22])=[O:19])[CH2:10]2)[CH:5]=[CH:6][C:7]=1[Cl:8] |f:2.3.4|. Procedure: To a solution of tert-butyl (6R,7S)-6-(3,4-dichlorophenyl)-7-(iodomethyl)-1,4-oxazepane-4-carboxylate (335 mg) in DMF (7.0 mL) were added 3(2H)-pyridazinone (79 mg) and potassium carbonate (143 mg), and the mixture was heated at 60° C. for 4 hr. The reaction solution was allowed to cool to room temperature, water was added, and the mixture was extracted with ethyl acetate. The organic layer was washed with brine, and dried over anhydrous magnesium sulfate. The solvent was evaporated under reduce... Reactants: ClC1=C(C=CC(=C1)Cl)C1N(C(C2=CC=CC=C2C1C(=O)NCCC=1C=C(C=CC1)CC(=O)OCC1=CC=C(C=C1)OC)=O)C1C(CCCC1)O (4-methoxybenzyl (3-{2-[({(3RS,4RS)-3-(2,4-dichlorophenyl)-2-[(1SR,2SR)-2-hydroxycyclohexyl]-1-oxo-1,2,3,4-tetrahydroisoquinolin-4-yl}carbonyl)amino]ethyl}phenyl)acetate), FC(C(=O)O)(F)F (trifluoroacetic acid). Run in C(CCl)Cl (ethylene chloride). Run at time 4 hour. Yields the product ClC1=C(C=CC(=C1)Cl)C1N(C(C2=CC=CC=C2C1C(=O)NCCC=1C=C(C=CC1)CC(=O)O)=O)C1C(CCCC1)O ((3-{2-[({(3RS,4RS)-3-(2,4-dichlorophenyl)-2-[(1SR,2SR)-2-hydroxycyclohexyl]-1-oxo-1,2,3,4-tetrahydroisoquinolin-4-yl}carbonyl)amino]ethyl}phenyl)acetic acid). Yield: 41.2%. RXN SMILES: [Cl:1][C:2]1[CH:7]=[C:6]([Cl:8])[CH:5]=[CH:4][C:3]=1[CH:9]1[CH:18]([C:19]([NH:21][CH2:22][CH2:23][C:24]2[CH:25]=[C:26]([CH2:30][C:31]([O:33]CC3C=CC(OC)=CC=3)=[O:32])[CH:27]=[CH:28][CH:29]=2)=[O:20])[C:17]2[C:12](=[CH:13][CH:14]=[CH:15][CH:16]=2)[C:11](=[O:43])[N:10]1[CH:44]1[CH2:49][CH2:48][CH2:47][CH2:46][CH:45]1[OH:50].FC(F)(F)C(O)=O>C(Cl)CCl>[Cl:1][C:2]1[CH:7]=[C:6]([Cl:8])[CH:5]=[CH:4][C:3]=1[CH:9]1[CH:18]([C:19]([NH:21][CH2:22][CH2:23][C:24]2[CH:25]=[C:26]([CH2:30][C:31]([OH:33])=[O:32])[CH:27]=[CH:28][CH:29]=2)=[O:20])[C:17]2[C:12](=[CH:13][CH:14]=[CH:15][CH:16]=2)[C:11](=[O:43])[N:10]1[CH:44]1[CH2:49][CH2:48][CH2:47][CH2:46][CH:45]1[OH:50]. Procedure: To a mixture of 990 mg of 4-methoxybenzyl (3-{2-[({(3RS,4RS)-3-(2,4-dichlorophenyl)-2-[(1SR,2SR)-2-hydroxycyclohexyl]-1-oxo-1,2,3,4-tetrahydroisoquinolin-4-yl}carbonyl)amino]ethyl}phenyl)acetate and 10 ml of ethylene chloride was added 10 ml of trifluoroacetic acid at room temperature, followed by stirring for 4 hours. The reaction solution was concentrated under reduced pressure. The residue was dissolved in 20 mL of methanol, and 20 mL of a saturated aqueous sodium hydrogen carbonate solution ... Starting materials: CCO, O=C1c2ccccc2C(=O)N1c1nn(CCN2CCCCC2)c2ccccc12, NN, O. The product is Nc1nn(CCN2CCCCC2)c2ccccc12. As a reaction SMILES: [CH2:1]([OH:2])[CH3:3].[N:4]1([CH2:10][CH2:11][n:12]2[n:13][c:14]([N:21]3[C:22](=[O:23])[c:24]4[cH:25][cH:26][cH:27][cH:28][c:29]4[C:30]3=[O:31])[c:15]3[cH:16][cH:17][cH:18][cH:19][c:20]23)[CH2:5][CH2:6][CH2:7][CH2:8][CH2:9]1.[NH2:32][NH2:33].[OH2:34]>>[N:4]1([CH2:10][CH2:11][n:12]2[n:13][c:14]([NH2:21])[c:15]3[cH:16][cH:17][cH:18][cH:19][c:20]23)[CH2:5][CH2:6][CH2:7][CH2:8][CH2:9]1.